From a dataset of the Open Reaction Database (ORD), a public repository of structured organic reaction records. describe an organic reaction: reactants, conditions, products, and yield The reactants are C(C)C=1C=NC=CC1C (3-ethyl-4-methylpyridine), ClC=1C=C(CCBr)C=CC1 (m-chlorophenethyl bromide). The product is ClC=1C=C(C=CC1)CCCC1=C(C=NC=C1)CC (1-(3-chlorophenyl)-3-(3-ethyl-4-pyridyl)-propane). Yield: 50.6%. Reaction SMILES: [CH2:1]([C:3]1[CH:4]=[N:5][CH:6]=[CH:7][C:8]=1[CH3:9])[CH3:2].[Cl:10][C:11]1[CH:12]=[C:13]([CH:17]=[CH:18][CH:19]=1)[CH2:14][CH2:15]Br>>[Cl:10][C:11]1[CH:12]=[C:13]([CH2:14][CH2:15][CH2:9][C:8]2[CH:7]=[CH:6][N:5]=[CH:4][C:3]=2[CH2:1][CH3:2])[CH:17]=[CH:18][CH:19]=1. Procedure: 1.13 g (9.35 mmol) of 3-ethyl-4-methylpyridine and 2.05 g (9.35 mmol) of m-chlorophenethyl bromide were reacted in the same manner as in Example 1. The reaction product was purified to obtain 1.23 g of the desired compound (yield: 50.7%).